From a dataset of the Open Reaction Database (ORD), a public repository of structured organic reaction records. describe an organic reaction: reactants, conditions, products, and yield Starting materials: O=C1CCC(=O)N1Br, CCCOCCN(CC)c1ccccc1, CN(C)C=O, O. Product: CCCOCCN(CC)c1ccc(Br)cc1. Reaction SMILES: [Br:16][N:17]1[C:18](=[O:19])[CH2:20][CH2:21][C:22]1=[O:23].[CH2:1]([CH3:2])[N:3]([c:4]1[cH:5][cH:6][cH:7][cH:8][cH:9]1)[CH2:10][CH2:11][O:12][CH2:13][CH2:14][CH3:15].[O:25]=[CH:26][N:27]([CH3:28])[CH3:29].[OH2:24]>>[CH2:1]([CH3:2])[N:3]([c:4]1[cH:5][cH:6][c:7]([Br:16])[cH:8][cH:9]1)[CH2:10][CH2:11][O:12][CH2:13][CH2:14][CH3:15]. The reactants are CC(O)(COC(=O)N1CCN(Cc2ccc(Cl)cc2)CC1)Cn1cc([N+](=O)[O-])nc1Cl, [H-], [Na+], CN(C)C=O. Product: CC1(COC(=O)N2CCN(Cc3ccc(Cl)cc3)CC2)Cn2cc([N+](=O)[O-])nc2O1. Reaction SMILES: [Cl:1][c:2]1[cH:3][cH:4][c:5]([CH2:6][N:7]2[CH2:8][CH2:9][N:10]([C:13](=[O:14])[O:15][CH2:16][C:17]([CH2:18][n:19]3[c:20]([Cl:27])[n:21][c:22]([N+:24](=[O:25])[O-:26])[cH:23]3)([CH3:28])[OH:29])[CH2:11][CH2:12]2)[cH:30][cH:31]1.[H-:32].[Na+:33].[O:34]=[CH:35][N:36]([CH3:37])[CH3:38]>>[Cl:1][c:2]1[cH:3][cH:4][c:5]([CH2:6][N:7]2[CH2:8][CH2:9][N:10]([C:13](=[O:14])[O:15][CH2:16][C:17]3([CH3:28])[CH2:18][n:19]4[c:20]([n:21][c:22]([N+:24](=[O:25])[O-:26])[cH:23]4)[O:29]3)[CH2:11][CH2:12]2)[cH:30][cH:31]1.